Dataset: the Open Reaction Database (ORD), a public repository of structured organic reaction records. Task: describe an organic reaction: reactants, conditions, products, and yield Reactants: C(CCC)SCCCC (Butyl sulfide), C(CCC)SC (methyl butyl sulfide), COC=1C=C2C=CC(=CC2=CC1)C(CCCCC(=O)O)=O (6-(6-methoxy-2-naphthyl)-6-oxo-hexanoic acid), [H-].[Na+] (NaH), C(CCC)S (butanethiol). Solvent: CN(C)C=O (DMF), CN(C)C=O (DMF), CN(C)C=O (DMF), O (water). Conditions: time 5 minute. Product: OC=1C=C2C=CC(=CC2=CC1)C(CCCCC(=O)O)=O (6-(6-Hydroxy-2-naphthyl)-6-oxohexanoic acid). The yield is 7.9%. As a reaction SMILES: C(SCCCC)CCC.[H-].[Na+].C(S)CCC.C[O:18][C:19]1[CH:20]=[C:21]2[C:26](=[CH:27][CH:28]=1)[CH:25]=[C:24]([C:29](=[O:37])[CH2:30][CH2:31][CH2:32][CH2:33][C:34]([OH:36])=[O:35])[CH:23]=[CH:22]2.C(SC)CCC>CN(C=O)C.O>[OH:18][C:19]1[CH:20]=[C:21]2[C:26](=[CH:27][CH:28]=1)[CH:25]=[C:24]([C:29](=[O:37])[CH2:30][CH2:31][CH2:32][CH2:33][C:34]([OH:36])=[O:35])[CH:23]=[CH:22]2 |f:1.2|. Procedure: Butyl sulfide was generated by placing NaH (2.57 g, 0.11 mol) in a 500 ml round bottom flask, adding butanethiol (5.14 ml, 0.48 mol) and stirring for 5 minutes. DMF (200 mls) was added and the reaction heated at reflux. Slowly, 6-(6-methoxy-2-naphthyl)-6-oxo-hexanoic acid (Example 5) (7.2 g, 0.25 mol) in DMF (100 ml) was added to the reaction and heated at reflux for 1 hour. The methyl butyl sulfide and DMF were vacuum distilled (7 torr, 28° C.) to leave a bright yellow powder that was dissolved... Starting materials: O=Cc1cc(Br)cc(O)c1O, O=C([O-])[O-], CN(C)C=O, ICI, [K+], [K+]. Yields the product O=Cc1cc(Br)cc2c1OCO2. As a reaction SMILES: [Br:1][c:2]1[cH:3][c:4]([OH:11])[c:5]([OH:10])[c:6]([CH:7]=[O:8])[cH:9]1.[C:12](=[O:13])([O-:14])[O-:15].[CH3:21][N:22]([CH3:23])[CH:24]=[O:25].[I:18][CH2:19][I:20].[K+:16].[K+:17]>>[Br:1][c:2]1[cH:3][c:4]2[c:5]([c:6]([CH:7]=[O:8])[cH:9]1)[O:10][CH2:12][O:11]2. Yield: 51.6%. Reactants: C(C)(C)N(C(=O)NC=1C(=NN(C1)C1OCCCC1)C1=NC2=C(N1)C=C(C=C2)N2CCN(CC2)C)C(C)C (1,1-diisopropyl-3-[3-[6-(4-methylpiperazin-1-yl)-1H-benzimidazol-2-yl]-1-(tetrahydropyran-2-yl)-1H-pyrazol-4-yl]urea), solution, Cl (hydrochloric acid). Solvent: O1CCOCC1 (dioxane). As a reaction SMILES: [CH:1]([N:4]([CH:35]([CH3:37])[CH3:36])[C:5]([NH:7][C:8]1[C:9]([C:19]2[NH:23][C:22]3[CH:24]=[C:25]([N:28]4[CH2:33][CH2:32][N:31]([CH3:34])[CH2:30][CH2:29]4)[CH:26]=[CH:27][C:21]=3[N:20]=2)=[N:10][N:11](C2CCCCO2)[CH:12]=1)=[O:6])([CH3:3])[CH3:2].Cl>O1CCOCC1>[CH:35]([N:4]([CH:1]([CH3:3])[CH3:2])[C:5]([NH:7][C:8]1[C:9]([C:19]2[NH:23][C:22]3[CH:24]=[C:25]([N:28]4[CH2:33][CH2:32][N:31]([CH3:34])[CH2:30][CH2:29]4)[CH:26]=[CH:27][C:21]=3[N:20]=2)=[N:10][NH:11][CH:12]=1)=[O:6])([CH3:37])[CH3:36]. Yields the product C(C)(C)N(C(=O)NC=1C(=NNC1)C1=NC2=C(N1)C=C(C=C2)N2CCN(CC2)C)C(C)C (1,1-diisopropyl-3-{3-[6-(4-methylpiperazin-1-yl)-1H-benzimidazol-2-yl]-1H-pyrazol-4-yl}urea). Procedure details: A solution of 230 mg of 1,1-diisopropyl-3-[3-[6-(4-methylpiperazin-1-yl)-1H-benzimidazol-2-yl]-1-(tetrahydropyran-2-yl)-1H-pyrazol-4-yl]urea in solution in 40 eq of a 4N solution of hydrochloric acid in dioxane is stirred at 22° C. for approximately 4 hours, and precipitation occurs. The suspension is filtered through sintered glass and the solid is rinsed with dioxane and with isopropyl ether. The precipitate is dried in an oven. The precipitate is dissolved in 5 mL of 2N NaOH, and then extract... The reactants are ClC(Cl)Cl, Cl, O=c1ccc(C(F)(F)F)c[nH]1. Product: O=c1[nH]cc(C(F)(F)F)cc1Cl. RXN SMILES: [CH:13]([Cl:14])([Cl:15])[Cl:16].[Cl:12].[F:1][C:2]([c:3]1[cH:4][cH:5][c:6](=[O:9])[nH:7][cH:8]1)([F:10])[F:11]>>[F:1][C:2]([c:3]1[cH:4][c:5]([Cl:14])[c:6](=[O:9])[nH:7][cH:8]1)([F:10])[F:11]. Reactants: C(#N)C1(CC1)NC(=O)[C@H]1[C@@H](CCCC1)C(=O)N1CC2=C(NC=3C(=CC=CC23)O)CC1 ((1R,2R)-2-(6-Hydroxy-1,3,4,5-tetrahydro-pyrido[4,3-b]indole-2-carbonyl)-cyclohexanecarboxylic acid (1-cyano-cyclopropyl)-amide), BrCCC (1-bromopropane), C([O-])([O-])=O.[K+].[K+] (potassium carbonate), BrCCC (1-bromopropane), C([O-])([O-])=O.[K+].[K+] (potassium carbonate). The solvent is CC(=O)C (acetone). The product is C(#N)C1(CC1)NC(=O)[C@H]1[C@@H](CCCC1)C(=O)N1CC2=C(NC=3C(=CC=CC23)OCCC)CC1 ((1R,2R)-N-(1-cyanocyclopropyl)-2-[(6-propoxy-1,3,4,5-tetrahydro-2H-pyrido[4,3-b]indol-2-yl)carbonyl]cyclohexanecarboxamide). Isolated yield 60.0%. As a reaction SMILES: [C:1]([C:3]1([NH:6][C:7]([C@@H:9]2[CH2:14][CH2:13][CH2:12][CH2:11][C@H:10]2[C:15]([N:17]2[CH2:30][CH2:29][C:20]3[NH:21][C:22]4[C:23]([OH:28])=[CH:24][CH:25]=[CH:26][C:27]=4[C:19]=3[CH2:18]2)=[O:16])=[O:8])[CH2:5][CH2:4]1)#[N:2].Br[CH2:32][CH2:33][CH3:34].C(=O)([O-])[O-].[K+].[K+]>CC(C)=O>[C:1]([C:3]1([NH:6][C:7]([C@@H:9]2[CH2:14][CH2:13][CH2:12][CH2:11][C@H:10]2[C:15]([N:17]2[CH2:30][CH2:29][C:20]3[NH:21][C:22]4[C:23]([O:28][CH2:32][CH2:33][CH3:34])=[CH:24][CH:25]=[CH:26][C:27]=4[C:19]=3[CH2:18]2)=[O:16])=[O:8])[CH2:5][CH2:4]1)#[N:2] |f:2.3.4|. Procedure details: (1R,2R)-2-(6-Hydroxy-1,3,4,5-tetrahydro-pyrido[4,3-b]indole-2-carbonyl)-cyclohexanecarboxylic acid (1-cyano-cyclopropyl)-amide (102 mg, 0.25 mmol), 1-bromopropane (28.0 uL, 0.30 mmol) and potassium carbonate (35.0 mg, 0.25 mmol) in acetone (5 mL) were heated to reflux for 3 h. Added further 1-bromopropane (58.0 uL, 0.60 mmol) and potassium carbonate (70.0 mg, 0.50 mmol) and heated overnight. The reaction darkened significantly and LCMS indicated 60% required product and 40% SM. The reaction was ... Starting materials: O=S(=O)(c1ccc(Cl)cc1)C12CCC(O)CC1COc1c(F)ccc(F)c12, O=C(Cl)Cl, ClCCl, c1ccncc1. Yields the product O=C(Cl)OC1CCC2(S(=O)(=O)c3ccc(Cl)cc3)c3c(F)ccc(F)c3OCC2C1. As a reaction SMILES: [Cl:1][c:2]1[cH:3][cH:4][c:5]([S:8](=[O:9])(=[O:10])[C:11]23[CH:12]([CH2:13][O:14][c:15]4[c:16]([F:22])[cH:17][cH:18][c:19]([F:21])[c:20]42)[CH2:23][CH:24]([OH:27])[CH2:25][CH2:26]3)[cH:6][cH:7]1.[Cl:28][C:29]([Cl:30])=[O:31].[Cl:38][CH2:39][Cl:40].[cH:32]1[cH:33][cH:34][n:35][cH:36][cH:37]1>>[Cl:1][c:2]1[cH:3][cH:4][c:5]([S:8](=[O:9])(=[O:10])[C:11]23[CH:12]([CH2:13][O:14][c:15]4[c:16]([F:22])[cH:17][cH:18][c:19]([F:21])[c:20]42)[CH2:23][CH:24]([O:27][C:29]([Cl:28])=[O:31])[CH2:25][CH2:26]3)[cH:6][cH:7]1. The reactants are COC=1C=CC=C2C(CCOC12)C(=O)O (8-methoxychroman-4-carboxylic acid), CN(C1=CC=C(C=C1)CNC1=CC=C(C=C1)C(C)C)C ([(4-dimethylaminophenyl)methyl](4-isopropylphenyl)amine). Product: CN(C1=CC=C(C=C1)CN(C(=O)C1CCOC2=C(C=CC=C12)OC)C1=CC=C(C=C1)C(C)C)C (N-[(4-dimethylaminophenyl)methyl]-N-(4-isopropylphenyl)-8-methoxychroman-4-carboxamide). Yield: 48.9%. As a reaction SMILES: [CH3:1][O:2][C:3]1[CH:4]=[CH:5][CH:6]=[C:7]2[C:12]=1[O:11][CH2:10][CH2:9][CH:8]2[C:13]([OH:15])=O.[CH3:16][N:17]([CH3:35])[C:18]1[CH:23]=[CH:22][C:21]([CH2:24][NH:25][C:26]2[CH:31]=[CH:30][C:29]([CH:32]([CH3:34])[CH3:33])=[CH:28][CH:27]=2)=[CH:20][CH:19]=1>>[CH3:16][N:17]([CH3:35])[C:18]1[CH:19]=[CH:20][C:21]([CH2:24][N:25]([C:26]2[CH:31]=[CH:30][C:29]([CH:32]([CH3:33])[CH3:34])=[CH:28][CH:27]=2)[C:13]([CH:8]2[C:7]3[C:12](=[C:3]([O:2][CH3:1])[CH:4]=[CH:5][CH:6]=3)[O:11][CH2:10][CH2:9]2)=[O:15])=[CH:22][CH:23]=1. Procedure: By the reaction and treatment in the same manner as in Example 12 using 8-methoxychroman-4-carboxylic acid, (0.64 g) and [(4-dimethylaminophenyl)methyl](4-isopropylphenyl)amine (0.83 g) as starting materials, N-[(4-dimethylaminophenyl)methyl]-N-(4-isopropylphenyl)-8-methoxychroman-4-carboxamide (0.69 g) was obtained. Reactants: NC1=CC=C(C(=O)N(C2=C(C=CC=C2)OC)CCN2CCC(CC2)C(C2=CC=C(C=C2)F)=O)C=C1 (4-amino-N-{2-[4-(4-fluorobenzoyl)piperidino]ethyl}-N-(2-methoxyphenyl)benzamide), C(C(C)(C)C)(=O)Cl (pivaloyl chloride). Product: C(C(C)(C)C)(=O)NC1=CC=C(C(=O)N(C2=C(C=CC=C2)OC)CCN2CCC(CC2)C(C2=CC=C(C=C2)F)=O)C=C1 (4-Pivaloylamino-N-{2-[4-(4-fluorobenzoyl)piperidino]ethyl}-N-(2-methoxyphenyl)benzamide). Yield: 91.3%. As a reaction SMILES: [NH2:1][C:2]1[CH:35]=[CH:34][C:5]([C:6]([N:8]([CH2:17][CH2:18][N:19]2[CH2:24][CH2:23][CH:22]([C:25](=[O:33])[C:26]3[CH:31]=[CH:30][C:29]([F:32])=[CH:28][CH:27]=3)[CH2:21][CH2:20]2)[C:9]2[CH:14]=[CH:13][CH:12]=[CH:11][C:10]=2[O:15][CH3:16])=[O:7])=[CH:4][CH:3]=1.[C:36](Cl)(=[O:41])[C:37]([CH3:40])([CH3:39])[CH3:38]>>[C:36]([NH:1][C:2]1[CH:3]=[CH:4][C:5]([C:6]([N:8]([CH2:17][CH2:18][N:19]2[CH2:24][CH2:23][CH:22]([C:25](=[O:33])[C:26]3[CH:27]=[CH:28][C:29]([F:32])=[CH:30][CH:31]=3)[CH2:21][CH2:20]2)[C:9]2[CH:14]=[CH:13][CH:12]=[CH:11][C:10]=2[O:15][CH3:16])=[O:7])=[CH:34][CH:35]=1)(=[O:41])[C:37]([CH3:40])([CH3:39])[CH3:38]. Procedure: Using 4-amino-N-{2-[4-(4-fluorobenzoyl)piperidino]ethyl}-N-(2-methoxyphenyl)benzamide (200.0 mg, 0.42 mmol) and pivaloyl chloride (0.062 ml, 0.51 mmol), the procedure of Inventive Example 94 was repeated to obtain 214.6 mg (91.2%) of the title compound in a colorless amorphous form.